This data is from the Open Reaction Database (ORD), a public repository of structured organic reaction records. The task is: describe an organic reaction: reactants, conditions, products, and yield The reactants are COC(C1=C(C=C(C=C1)O)O)=O (2,4-dihydroxybenzoic acid methyl ester), C(Cl)C1CO1 (epichlorohydrin), C([O-])([O-])=O.[K+].[K+] (potassium carbonate). Yields the product crude product, COC(C=1C(O)=CC(=CC1)OCC1CO1)=O (4-(2,3-epoxypropoxy)salicylic acid methyl ester). RXN SMILES: [CH3:1][O:2][C:3](=[O:12])[C:4]1[CH:9]=[CH:8][C:7]([OH:10])=[CH:6][C:5]=1[OH:11].[CH2:13]([CH:15]1[O:17][CH2:16]1)Cl.C(=O)([O-])[O-].[K+].[K+]>>[CH3:1][O:2][C:3](=[O:12])[C:4]1[C:5](=[CH:6][C:7]([O:10][CH2:13][CH:15]2[O:17][CH2:16]2)=[CH:8][CH:9]=1)[OH:11] |f:2.3.4|. Procedure: By refluxing 34 g of 2,4-dihydroxybenzoic acid methyl ester with 185 g of epichlorohydrin and 35 g of potassium carbonate for 2 to 3 hours, and chromatographing the crude product on 100 g of silica gel (elution with toluene), 4-(2,3-epoxypropoxy)salicylic acid methyl ester having a melting point of 53°-55° is obtained. Starting materials: Cl.C(C)OC(=O)C1=C(C=CC=C1)NC(=O)[C@@H]1CC[C@H](CC1)CNC(=N)N (N-(o-ethoxycarbonylphenyl)-trans-4-guanidinomethylcyclohexanecarboxamide hydrochloride), CO (methanol), [OH-].[Na+] (NaOH). Reaction conditions: temperature 50 celsius, time 45 minute. Procedure details: To N-(o-ethoxycarbonylphenyl)-trans-4-guanidinomethylcyclohexanecarboxamide hydrochloride (25.4 g, 0.063 mole) (which is prepared in the same manner as described in Example 1) is added methanol (130 ml), and the mixture is heated to 50° C., and thereto is added a solution of NaOH (7.16 g, 0.179 mole) in water (65 ml), and the mixture is stirred at 50°-60° C. for 45 minutes. The reaction mixture is ice-cooled, and the white precipitates are separated by filtration, suspended in methanol (100 ml) ... Product: Cl.C(=O)(O)C1=C(C=CC=C1)NC(=O)[C@@H]1CC[C@H](CC1)CNC(=N)N (N-(o-carboxyphenyl)-trans-4-guanidinomethylcyclohexanecarboxamide hydrochloride). Solvent: O (water). Reaction SMILES: [ClH:1].C([O:4][C:5]([C:7]1[CH:12]=[CH:11][CH:10]=[CH:9][C:8]=1[NH:13][C:14]([C@H:16]1[CH2:21][CH2:20][C@H:19]([CH2:22][NH:23][C:24]([NH2:26])=[NH:25])[CH2:18][CH2:17]1)=[O:15])=[O:6])C.CO.[OH-].[Na+]>O>[ClH:1].[C:5]([C:7]1[CH:12]=[CH:11][CH:10]=[CH:9][C:8]=1[NH:13][C:14]([C@H:16]1[CH2:17][CH2:18][C@H:19]([CH2:22][NH:23][C:24]([NH2:26])=[NH:25])[CH2:20][CH2:21]1)=[O:15])([OH:6])=[O:4] |f:0.1,3.4,6.7|. The yield is 86.3%. Starting materials: O=C(CBr)c1ccc(OCCCCl)cc1, CN(C)C=O, [H-], [Na+], O, CCOC(=O)Cc1ccccn1. Reaction SMILES: [Br:15][CH2:16][C:17](=[O:18])[c:19]1[cH:20][cH:21][c:22]([O:25][CH2:26][CH2:27][CH2:28][Cl:29])[cH:23][cH:24]1.[CH3:31][N:32]([CH3:33])[CH:34]=[O:35].[H-:13].[Na+:14].[OH2:30].[n:1]1[c:2]([CH2:7][C:8](=[O:9])[O:10][CH2:11][CH3:12])[cH:3][cH:4][cH:5][cH:6]1>>[n:1]1[c:2]([CH:7]([C:8](=[O:9])[O:10][CH2:11][CH3:12])[CH2:16][C:17](=[O:18])[c:19]2[cH:20][cH:21][c:22]([O:25][CH2:26][CH2:27][CH2:28][Cl:29])[cH:23][cH:24]2)[cH:3][cH:4][cH:5][cH:6]1. Product: CCOC(=O)C(CC(=O)c1ccc(OCCCCl)cc1)c1ccccn1. Product: BrC1=C(C(=O)O)C=C(C=C1)S(=O)(=O)Cl (2-Bromo-5-chlorosulfonylbenzoic acid). Reactants: BrC1=C(C(=O)O)C=CC=C1 (o-bromobenzoic acid), ClS(=O)(=O)O (chlorosulfonic acid), CC1NCCCC1 (2-methylpiperidine). Procedure: 2-Bromo-5-chlorosulfonylbenzoic acid is prepared by reacting o-bromobenzoic acid with chlorosulfonic acid by the method of Example 1. This is reacted with 2-methylpiperidine by the procedure of Example 6. Recrystallization from acetone-hexane yields the product, m.p. 148°-150° C. Reaction SMILES: [Br:1][C:2]1[CH:10]=[CH:9][CH:8]=[CH:7][C:3]=1[C:4]([OH:6])=[O:5].[Cl:11][S:12](O)(=[O:14])=[O:13].CC1CCCCN1>>[Br:1][C:2]1[CH:10]=[CH:9][C:8]([S:12]([Cl:11])(=[O:14])=[O:13])=[CH:7][C:3]=1[C:4]([OH:6])=[O:5]. The reactants are ClC1(C2=CC=CC=C2C(C=2C=CC=CC12)(C1=CC=CC=C1)Cl)C1=CC=CC=C1 (9,10-dichloro-9,10-dihydro-9,10-diphenyl-anthracene), N1C=NC=C1 (imidazole). Solvent: C(C)#N (acetonitrile). The product is N1(C=NC=C1)C1(C2=CC=CC=C2C(C=2C=CC=CC12)(C1=CC=CC=C1)N1C=NC=C1)C1=CC=CC=C1 (9,10-diimidazol-1-yl-9,10-dihydro-9,10-diphenyl-anthracene). The yield is 53.8%. RXN SMILES: Cl[C:2]1([C:23]2[CH:28]=[CH:27][CH:26]=[CH:25][CH:24]=2)[C:15]2[CH:14]=[CH:13][CH:12]=[CH:11][C:10]=2[C:9](Cl)([C:16]2[CH:21]=[CH:20][CH:19]=[CH:18][CH:17]=2)[C:8]2[C:3]1=[CH:4][CH:5]=[CH:6][CH:7]=2.[NH:29]1[CH:33]=[CH:32][N:31]=[CH:30]1>C(#N)C>[N:29]1([C:2]2([C:23]3[CH:28]=[CH:27][CH:26]=[CH:25][CH:24]=3)[C:15]3[CH:14]=[CH:13][CH:12]=[CH:11][C:10]=3[C:9]([N:29]3[CH:33]=[CH:32][N:31]=[CH:30]3)([C:16]3[CH:21]=[CH:20][CH:19]=[CH:18][CH:17]=3)[C:8]3[C:3]2=[CH:4][CH:5]=[CH:6][CH:7]=3)[CH:33]=[CH:32][N:31]=[CH:30]1. Procedure: 15 g (0.04 mol) of 9,10-dichloro-9,10-dihydro-9,10-diphenyl-anthracene and 17.7 g (0.24 mol) of imidazole in 250 ml of absolute acetonitrile are heated under reflux for 6 hours. Thereafter, the solvent is distilled off in vacuo and the residue is taken up in 500 ml of methylene chloride. The methylene chloride solution is washed twice with 500 ml of water each time and the organic phase is separated off, dried over sodium sulphate and concentrated by distilling off the solvent in vacuo. The resi... The reactants are O=C(O)C1Cc2c([nH]c3ccccc23)CN1, CCCCI, CCO, ClC(Cl)Cl, [K+], [OH-], S=C=S. Product: CCCCSC(=S)N1Cc2[nH]c3ccccc3c2CC1C(=O)O. Reaction SMILES: [CH2:1]1[NH:2][CH:3]([C:14](=[O:15])[OH:16])[CH2:4][c:5]2[c:6]3[cH:7][cH:8][cH:9][cH:10][c:11]3[nH:12][c:13]21.[CH2:22]([CH2:23][CH2:24][CH3:25])[I:26].[CH3:19][CH2:20][OH:21].[CH:30]([Cl:31])([Cl:32])[Cl:33].[K+:18].[OH-:17].[S:27]=[C:28]=[S:29]>>[CH2:1]1[N:2]([C:28](=[S:27])[S:29][CH2:22][CH2:23][CH2:24][CH3:25])[CH:3]([C:14](=[O:15])[OH:16])[CH2:4][c:5]2[c:6]3[cH:7][cH:8][cH:9][cH:10][c:11]3[nH:12][c:13]21. The reactants are CCOC(C)=O, CC(C)OC(C)C, O=C1Nc2ccccc2N(C(=O)CCl)c2ccccc21, C1CNCC(CN2CCCC2)C1. Product: O=C1Nc2ccccc2N(C(=O)CN2CCCC(CN3CCCC3)C2)c2ccccc21. Reaction SMILES: [C:40]([O:41][CH2:42][CH3:43])(=[O:44])[CH3:45].[CH:33]([O:34][CH:35]([CH3:36])[CH3:37])([CH3:38])[CH3:39].[Cl:1][CH2:2][C:3](=[O:4])[N:5]1[c:6]2[c:7]([cH:17][cH:18][cH:19][cH:20]2)[NH:8][C:9](=[O:16])[c:10]2[c:11]1[cH:12][cH:13][cH:14][cH:15]2.[N:21]1([CH2:26][CH:27]2[CH2:28][NH:29][CH2:30][CH2:31][CH2:32]2)[CH2:22][CH2:23][CH2:24][CH2:25]1>>[CH2:2]([C:3](=[O:4])[N:5]1[c:6]2[c:7]([cH:17][cH:18][cH:19][cH:20]2)[NH:8][C:9](=[O:16])[c:10]2[c:11]1[cH:12][cH:13][cH:14][cH:15]2)[N:29]1[CH2:28][CH:27]([CH2:26][N:21]2[CH2:22][CH2:23][CH2:24][CH2:25]2)[CH2:32][CH2:31][CH2:30]1. Reactants: CN(C)C(=S)Cl, CO, [K+], [Na], [OH-], N#CCc1ccc(O)cc1. Product: CN(C)C(=S)Oc1ccc(CC#N)cc1. Reaction SMILES: [CH3:12][N:13]([C:14](=[S:15])[Cl:16])[CH3:17].[CH3:20][OH:21].[K+:19].[Na:1].[OH-:18].[OH:2][c:3]1[cH:4][cH:5][c:6]([CH2:7][C:8]#[N:9])[cH:10][cH:11]1>>[O:2]([c:3]1[cH:4][cH:5][c:6]([CH2:7][C:8]#[N:9])[cH:10][cH:11]1)[C:14]([N:13]([CH3:12])[CH3:17])=[S:15]. The reactants are CCO, [Na+], [OH-], O, COC(=O)CC(C(OC)OC)C(C)(C)S(=O)(=O)c1ccc(C)cc1. Yields the product COC(OC)C(CC(=O)O)C(C)(C)S(=O)(=O)c1ccc(C)cc1. As a reaction SMILES: [CH3:25][CH2:26][OH:27].[Na+:29].[OH-:28].[OH2:30].[c:1]1([CH3:24])[cH:2][cH:3][c:4]([S:7](=[O:8])(=[O:9])[C:10]([CH:11]([CH2:12][C:13](=[O:14])[O:15][CH3:16])[CH:17]([O:18][CH3:19])[O:20][CH3:21])([CH3:22])[CH3:23])[cH:5][cH:6]1>>[c:1]1([CH3:24])[cH:2][cH:3][c:4]([S:7](=[O:8])(=[O:9])[C:10]([CH:11]([CH2:12][C:13](=[O:14])[OH:15])[CH:17]([O:18][CH3:19])[O:20][CH3:21])([CH3:22])[CH3:23])[cH:5][cH:6]1. The reactants are C (methane), NC1=NNC=N1 (3-Amino-1,2,4-triazole), COC1=NC(=NC(=N1)C)NC(=O)NS(=O)(=O)C1=C(C=CC=C1)C(=O)OC (N-[(4-methoxy-6-methyl-1,3,5-triazin-2-yl)aminocarbonyl]-2-methoxycarbonylbenzenesulfonamide), solution, C[Al](C)C (trimethylaluminum), Cl (hydrochloric acid). The solvent is C(Cl)Cl (methylene chloride), C1(=CC=CC=C1)C (toluene). Yields the product COC1=NC(=NC(=N1)C)NC(=O)NS(=O)(=O)C1=C(C(=O)NC2=NNC=N2)C=CC=C1 (2-[[(4-methoxy-6-methyl-1,3,5-triazin-2-yl)aminocarbonyl]aminosulfonyl]-N-(1,2,4-triazol-3-yl)benzamide). Reaction SMILES: [CH3:1][O:2][C:3]1[N:8]=[C:7]([CH3:9])[N:6]=[C:5]([NH:10][C:11]([NH:13][S:14]([C:17]2[CH:22]=[CH:21][CH:20]=[CH:19][C:18]=2[C:23](OC)=[O:24])(=[O:16])=[O:15])=[O:12])[N:4]=1.C[Al](C)C.C.[NH2:32][C:33]1[N:37]=[CH:36][NH:35][N:34]=1.Cl>C(Cl)Cl.C1(C)C=CC=CC=1>[CH3:1][O:2][C:3]1[N:8]=[C:7]([CH3:9])[N:6]=[C:5]([NH:10][C:11]([NH:13][S:14]([C:17]2[CH:22]=[CH:21][CH:20]=[CH:19][C:18]=2[C:23]([NH:32][C:33]2[N:37]=[CH:36][NH:35][N:34]=2)=[O:24])(=[O:15])=[O:16])=[O:12])[N:4]=1. Reported procedure: To a slurry of 4.0 g of N-[(4-methoxy-6-methyl-1,3,5-triazin-2-yl)aminocarbonyl]-2-methoxycarbonylbenzenesulfonamide in 100 ml of methylene chloride was added by syringe 10 ml of a 2M solution of trimethylaluminum in toluene (1.44 g of Al(CH3)3). Evolution of methane gas was seen. 3-Amino-1,2,4-triazole (1.7 g) was then added and the mixture was heated at reflux for 18 hours. The reaction mixture was then treated with aqueous hydrochloric acid and the precipitated product was purified by tritura...